The task is: describe an organic reaction: reactants, conditions, products, and yield. This data is from the Open Reaction Database (ORD), a public repository of structured organic reaction records. The reactants are S(O)(O)(=O)=O (sulfuric acid), NC(=O)N (urea), C(#N)C1=CC=C(CN)C=C1 (p-cyanobenzylamine), C([O-])([O-])=O.[Na+].[Na+] (sodium carbonate), ferric nitrate, resultant mixture, aqueous solution, Cl[O-].[Na+] (sodium hypochlorite). The solvent is O (water), O (water), O1CCOCC1 (dioxane). Reaction conditions: temperature 50 celsius. Yields the product C(#N)C1=CC=C(C(=O)O)C=C1 (p-cyanobenzoic acid). The yield is 161.7%. As a reaction SMILES: [C:1]([C:3]1[CH:10]=[CH:9][C:6](CN)=[CH:5][CH:4]=1)#[N:2].[C:11](=[O:14])([O-])[O-:12].[Na+].[Na+].Cl[O-].[Na+].NC(N)=O.S(=O)(=O)(O)O>O.O1CCOCC1>[C:1]([C:3]1[CH:10]=[CH:9][C:6]([C:11]([OH:12])=[O:14])=[CH:5][CH:4]=1)#[N:2] |f:1.2.3,4.5|. Procedure: A mixture containing p-cyanobenzylamine (13.2 g), dioxane (70 g), sodium carbonate (5.3 g), water (50 g), and ferric nitrate (0.1 g) was stirred, and a 14 wt. % aqueous solution (200 g) of sodium hypochlorite was added dropwise thereto over three hours while inside temperature of a reactor was maintained at 50° C. or lower. The reaction mixture was further stirred for two hours. Subsequently, water (100 g) and urea (4 g) were added to the mixture, and the resultant mixture was further stirred fo... Reactants: Cc1cc(-c2ccc(C)c([N+](=O)[O-])c2)n[nH]1, [Pd]. The product is Cc1cc(-c2ccc(C)c(N)c2)[nH]n1. RXN SMILES: [CH3:1][c:2]1[cH:3][c:4](-[c:7]2[cH:8][c:9]([N+:14]([O-:15])=[O:16])[c:10]([CH3:13])[cH:11][cH:12]2)[n:5][nH:6]1.[Pd:17]>>[CH3:1][c:2]1[cH:3][c:4](-[c:7]2[cH:8][c:9]([NH2:14])[c:10]([CH3:13])[cH:11][cH:12]2)[nH:5][n:6]1. As a reaction SMILES: [C:37]([BH3-:38])#[N:39].[CH3:41][OH:42].[CH:31]([CH2:32][CH2:33][CH:34]=[O:36])=[O:35].[Na+:40].[O:1]([c:2]1[cH:3][cH:4][cH:5][cH:6][cH:7]1)[CH2:8][CH2:9][S:10][CH2:11][c:12]1[o:13][c:14](-[c:17]2[cH:18][cH:19][c:20]([CH:23]=[CH:24][CH2:25][NH2:26])[cH:21][cH:22]2)[n:15][n:16]1.[S:27](=[O:28])([OH:29])[OH:30]>>[O:1]([c:2]1[cH:3][cH:4][cH:5][cH:6][cH:7]1)[CH2:8][CH2:9][S:10][CH2:11][c:12]1[o:13][c:14](-[c:17]2[cH:18][cH:19][c:20]([CH:23]=[CH:24][CH2:25][N:26]3[CH2:31][CH2:32][CH2:33][CH2:34]3)[cH:21][cH:22]2)[n:15][n:16]1. Starting materials: [BH3-]C#N, CO, O=CCCC=O, [Na+], NCC=Cc1ccc(-c2nnc(CSCCOc3ccccc3)o2)cc1, O=S(O)O. Yields the product C(=Cc1ccc(-c2nnc(CSCCOc3ccccc3)o2)cc1)CN1CCCC1. Starting materials: C(CCC)[Li] (n-butyllithium), BrC=1SC=CN1 (2-bromo-1,3-thiazole), CC(=O)C (acetone). The solvent is C(C)OCC (diethyl ether). Conditions: time 30 minute. The product is S1C(=NC=C1)C(C)(C)O (2-(1,3-thiazol-2-yl)propan-2-ol). Reaction SMILES: C([Li])CCC.Br[C:7]1[S:8][CH:9]=[CH:10][N:11]=1.[CH3:12][C:13]([CH3:15])=[O:14]>C(OCC)C>[S:8]1[CH:9]=[CH:10][N:11]=[C:7]1[C:13]([OH:14])([CH3:15])[CH3:12]. Procedure details: To a −78° C. solution of n-butyllithium (2.5 M in diethyl ether, 160 ml, 0.40 mol) in diethyl ether (300 mL) was added slowly 2-bromo-1,3-thiazole (50 g, 0.30 mol). After 30 minutes, acetone (25 g, 0.43 mol) was added dropwise at −78° C. The reaction mixture was then warmed to ambient temperature, quenched with saturated aqueous ammonium chloride solution, and extracted with ethyl acetate. The organic layer was concentrated under reduced pressure, and the residue was purified by chromatography o... Starting materials: O=CC1=CC(O)=C(OC)C=C1 (Isovanillin), C(C=C)Br (allyl bromide). The solvent is C([O-])([O-])=O.[K+].[K+] (potassium carbonate), CC(=O)C (acetone). The product is C(C=C)OC=1C=C(C=O)C=CC1OC (3-allyloxy-4-methoxybenzaldehyde). Isolated yield 88.5%. As a reaction SMILES: [O:1]=[CH:2][C:3]1[CH:11]=[CH:10][C:7]([O:8][CH3:9])=[C:5]([OH:6])[CH:4]=1.[CH2:12](Br)[CH:13]=[CH2:14]>C(=O)([O-])[O-].[K+].[K+].CC(C)=O>[CH2:14]([O:6][C:5]1[CH:4]=[C:3]([CH:11]=[CH:10][C:7]=1[O:8][CH3:9])[CH:2]=[O:1])[CH:13]=[CH2:12] |f:2.3.4|. Reported procedure: Isovanillin (76 g) was dissolved in a stirred mixture of potassium carbonate (104 g) and acetone (450 mls) followed by the dropwise addittion of allyl bromide (67 g) over ca. 20 mins. The mixture was refluxed for 5 hours, cooled and filtered. The solvent was removed from the filtrate under reduced pressure and the residue was distilled under vacuum to yield 3-allyloxy-4-methoxybenzaldehyde (85 g), b.p. 137°-150° C. at 1.5 mbar. Reactants: BrC=1C=CC(=NC1)C=1N=NN(N1)C (5-Bromo-2-(2-methyl-2H-tetrazol-5-yl)pyridine), ClC1=CC(=CC=C1)C(=O)OO (3-chloroperbenzoic acid). Solvent: ClCCCl (1,2-dichloroethane). Conditions: temperature 80 celsius. Product: BrC=1C=CC(=[N+](C1)[O-])C=1N=NN(N1)C (5-Bromo-2-(2-methyl-2H-tetrazol-5-yl)pyridine 1-oxide), solid. RXN SMILES: [Br:1][C:2]1[CH:3]=[CH:4][C:5]([C:8]2[N:9]=[N:10][N:11]([CH3:13])[N:12]=2)=[N:6][CH:7]=1.ClC1C=CC=C(C(OO)=[O:22])C=1>ClCCCl>[Br:1][C:2]1[CH:3]=[CH:4][C:5]([C:8]2[N:9]=[N:10][N:11]([CH3:13])[N:12]=2)=[N+:6]([O-:22])[CH:7]=1. Procedure: 5-Bromo-2-(2-methyl-2H-tetrazol-5-yl)pyridine (175 mg, 0.73 mM) and 3-chloroperbenzoic acid (wet, 70%: 0.50 g, 2.05 mM) were dissolved in 1,2-dichloroethane (5 ml) and heated at 80° C. for 1.5 hours. The mixture was submitted directly to silica gel chromatography, eluting with 25% acetonitrile in dichloromethane. 5-Bromo-2-(2-methyl-2H-tetrazol-5-yl)pyridine 1-oxide was thus obtained as a white solid (165 mg). This material was homogeneous by tlc analysis and was used in the subsequent step with... Reactants: ClC(C(C(=O)O)(F)F)F (3-chloro-2,2,3-trifluoro-propionic acid), C(C1=CC=CC=C1)(=O)Cl (benzoyl chloride), acid chloride. Yields the product ClC(C(C(=O)Cl)(F)F)F (3-chloro-2,2,3-trifluoro-propionyl chloride). Reaction SMILES: [Cl:1][CH:2]([F:9])[C:3]([F:8])([F:7])[C:4](O)=[O:5].C([Cl:18])(=O)C1C=CC=CC=1>>[Cl:1][CH:2]([F:9])[C:3]([F:8])([F:7])[C:4]([Cl:18])=[O:5]. Procedure details: In a three-necked 2 l flask provided with a Vigreux column, a condenser, and a collecting flask were brought 325 g (2 moles) of 3-chloro-2,2,3-trifluoro-propionic acid (Org.Synth.Coll. 5, 239) and 562 g (4 moles) of benzoyl chloride. The mixture was heated so that the acid chloride distilled over slowly. The collected product was refluxed for 20 min to eliminate any residual hydrochloric acid. Finally the product was distilled at normal pressure. Yield: 280 g. Boiling point: 72°-74° C.